The task is: describe an organic reaction: reactants, conditions, products, and yield. This data is from the Open Reaction Database (ORD), a public repository of structured organic reaction records. The reactants are C(CCCCCCCCCCCCCCC(=O)O)(=O)O (1,16-hexadecanedioic acid), ON1C(C=2C(C1=O)=CC=CC2)=O (N-hydroxyphthalimide), C1CCC(CC1)N=C=NC2CCCCC2 (DCC). Reagents/catalysts: CN(C)C=1C=CN=CC1.Cl (N,N-dimethylaminopyridine hydrochloride). Run in O1CCCC1 (tetrahydrofuran), O1CCCC1 (tetrahydrofuran). Conditions: time 30 minute. Yields the product C(=O)(O)CCCCCCCCCCCCCCC(=O)ON1C(C=2C(C1=O)=CC=CC2)=O (N-(15-carboxypentadecanoyloxy)phthalimide). Yield: 41.1%. Reaction SMILES: [C:1]([OH:20])(=[O:19])[CH2:2][CH2:3][CH2:4][CH2:5][CH2:6][CH2:7][CH2:8][CH2:9][CH2:10][CH2:11][CH2:12][CH2:13][CH2:14][CH2:15][C:16]([OH:18])=[O:17].O[N:22]1[C:26](=[O:27])[C:25]2=[CH:28][CH:29]=[CH:30][CH:31]=[C:24]2[C:23]1=[O:32].C1CCC(N=C=NC2CCCCC2)CC1>O1CCCC1.CN(C1C=CN=CC=1)C.Cl>[C:16]([CH2:15][CH2:14][CH2:13][CH2:12][CH2:11][CH2:10][CH2:9][CH2:8][CH2:7][CH2:6][CH2:5][CH2:4][CH2:3][CH2:2][C:1]([O:20][N:22]1[C:23](=[O:32])[C:24]2=[CH:31][CH:30]=[CH:29][CH:28]=[C:25]2[C:26]1=[O:27])=[O:19])([OH:18])=[O:17] |f:4.5|. Reported procedure: In 15 ml of anhydrous tetrahydrufuran 1,16-hexadecanedioic acid (500 mg, 1.75 mmoles) was dissolved. To the obtained solution, were added a solution of N-hydroxyphthalimide (285 mg, 1.75 mmoles) in 10 ml of anhydrous tetrahydrofuran and N,N-dimethylaminopyridine hydrochloride (1.4 mg) and the mixture was stirred for 30 minutes. To the mixture was added a solution of DCC (361 mg, 1.75 mmoles) in 3 ml of anhydrous tetrahydrofuran and the resulting mixture was stirred overnight. The reaction mixtur... Reactants: C(C=C)Br (allyl bromide), C(C)(C)[N-]C(C)C.[Li+] (lithium diisopropylamide), solution, O(C1=CC=CC=C1)C1=CC=C(C=C1)C(C(=O)OC)C(=O)OC (dimethyl 2-(4-phenoxyphenyl)malonate). Solvent: C1CCOC1 (THF). Reaction conditions: temperature -78 celsius, time 1 hour. Product: C(C=C)C(C(=O)OC)(C(=O)OC)C1=CC=C(C=C1)OC1=CC=CC=C1 (dimethyl 2-(2-propenyl)-2-(4-phenoxyphenyl)malonate). Reaction SMILES: [O:1]([C:8]1[CH:13]=[CH:12][C:11]([CH:14]([C:19]([O:21][CH3:22])=[O:20])[C:15]([O:17][CH3:18])=[O:16])=[CH:10][CH:9]=1)[C:2]1[CH:7]=[CH:6][CH:5]=[CH:4][CH:3]=1.[CH:23]([N-]C(C)C)([CH3:25])[CH3:24].[Li+].C(Br)C=C>C1COCC1>[CH2:25]([C:14]([C:11]1[CH:12]=[CH:13][C:8]([O:1][C:2]2[CH:3]=[CH:4][CH:5]=[CH:6][CH:7]=2)=[CH:9][CH:10]=1)([C:19]([O:21][CH3:22])=[O:20])[C:15]([O:17][CH3:18])=[O:16])[CH:23]=[CH2:24] |f:1.2|. Procedure details: A solution of dimethyl 2-(4-phenoxyphenyl)malonate (2.56 g, 8.54 mmol) in dry THF (50 mL) was cooled to −78° C. and then lithium diisopropylamide (4.7 mL of a 2M solution in ThF, 9.8 mmol) was added. The reaction was stirred at −78° C. for 1 hour and then allyl bromide (11.4 mg, 9.4 mmol) was added. The reaction was stirred at −78° C. for 3 hours and then allowed to warm to room temperature and heated in a 75° C. oil bath until the reaction was shown to be complete by TLC. The reaction was coole... The reactants are BrC1=C(C(=C(C(=C1)F)OC(C(C)(C)C)=O)F)C#N (2,2-Dimethyl-propionic acid 4-bromo-3-cyano-2,6-difluoro-phenyl ester), COC(=O)C=1C(=C(C=CC1)[N+](=O)[O-])C1=CC=C(C=C1)C=1SC=CC1NS(=O)(=O)C(C)C (6-nitro-4′-[3-(propane-2-sulfonylamino)-thiophen-2-yl]-biphenyl-2-carboxylic acid methyl ester), CCOC(=O)C (EtOAc). Run in CCO (EtOH). Yields the product COC(=O)C=1C(=C(C=CC1)N)C1=CC=C(C=C1)C=1SC=CC1NS(=O)(=O)C(C)C (6-amino-4′-[3-(propane-2-sulfonylamino)-thiophen-2-yl]-biphenyl-2-carboxylic acid methyl ester). The yield is 89.5%. As a reaction SMILES: BrC1C=C(F)C(OC(=O)C(C)(C)C)=C(F)C=1C#N.[CH3:19][O:20][C:21]([C:23]1[C:24]([C:32]2[CH:37]=[CH:36][C:35]([C:38]3[S:39][CH:40]=[CH:41][C:42]=3[NH:43][S:44]([CH:47]([CH3:49])[CH3:48])(=[O:46])=[O:45])=[CH:34][CH:33]=2)=[C:25]([N+:29]([O-])=O)[CH:26]=[CH:27][CH:28]=1)=[O:22].CCOC(C)=O>CCO>[CH3:19][O:20][C:21]([C:23]1[C:24]([C:32]2[CH:33]=[CH:34][C:35]([C:38]3[S:39][CH:40]=[CH:41][C:42]=3[NH:43][S:44]([CH:47]([CH3:49])[CH3:48])(=[O:46])=[O:45])=[CH:36][CH:37]=2)=[C:25]([NH2:29])[CH:26]=[CH:27][CH:28]=1)=[O:22]. Reported procedure: Add SnCl2 2 H2O (470 mg, 2.8 mmol) to a solution of 6-nitro-4′-[3-(propane-2-sulfonylamino)-thiophen-2-yl]-biphenyl-2-carboxylic acid methyl ester (250 mg, 0.54 mmol) in EtOH (5 mL). Heat the reaction at 80° C. for 3 hours. Add 100 mL EtOAc and wash it with a saturated solution of NaHCO3, water and saturated aq. sodium chloride (50 mL). Dry over NaSO4, filter and evaporate to dryness to provide 6-amino-4′-[3-(propane-2-sulfonylamino)-thiophen-2-yl]-biphenyl-2-carboxylic acid methyl ester (208 mg... The reactants are CN1CCC(C#N)(NC(=O)C(N)CC(C)(C)C)CC1, CN1CCOCC1, Cl, Cl, CN(C)C=O. Yields the product CN1CCC(C#N)(NC(=O)C(CC(C)(C)C)NC(=O)N2CCOCC2)CC1. Reaction SMILES: [C:3](#[N:4])[C:5]1([NH:12][C:13](=[O:14])[CH:15]([CH2:16][C:17]([CH3:18])([CH3:19])[CH3:20])[NH2:21])[CH2:6][CH2:7][N:8]([CH3:11])[CH2:9][CH2:10]1.[CH3:22][N:23]1[CH2:24][CH2:25][O:26][CH2:27][CH2:28]1.[ClH:1].[ClH:2].[O:29]=[CH:30][N:31]([CH3:32])[CH3:33]>>[C:3](#[N:4])[C:5]1([NH:12][C:13](=[O:14])[CH:15]([CH2:16][C:17]([CH3:18])([CH3:19])[CH3:20])[NH:21][C:22]([N:23]2[CH2:24][CH2:25][O:26][CH2:27][CH2:28]2)=[O:29])[CH2:6][CH2:7][N:8]([CH3:11])[CH2:9][CH2:10]1. Starting materials: [F-].C(CCC)[N+](CCCC)(CCCC)CCCC (Tetra-n-butylammonium fluoride), BrC1(COC(=C1)C1=NC=CC=C1)[Si](C)(C)C (3-bromo-5-(2-pyridyl)-3-(trimethylsilyl)furan). The solvent is O1CCCC1 (tetrahydrofuran). Conditions: temperature 70 celsius. The product is BrC=1C=C(OC1)C1=NC=CC=C1 (4-Bromo-2-(2-pyridyl)-furan). Yield: 80.5%. Reaction SMILES: [F-].C([N+](CCCC)(CCCC)CCCC)CCC.[Br:19][C:20]1([Si](C)(C)C)[CH:24]=[C:23]([C:25]2[CH:30]=[CH:29][CH:28]=[CH:27][N:26]=2)[O:22][CH2:21]1>O1CCCC1>[Br:19][C:20]1[CH:24]=[C:23]([C:25]2[CH:30]=[CH:29][CH:28]=[CH:27][N:26]=2)[O:22][CH:21]=1 |f:0.1|. Procedure details: Tetra-n-butylammonium fluoride (1M in tetrahydrofuran, 25.1 mL, 25.11 mmol) was added to a solution of 3-bromo-5-(2-pyridyl)-3-(trimethylsilyl)furan (4.96 g, 16.74 mmol) in tetrahydrofuran (50 mL). The reaction mixture was heated at 70° C. (bath temperature) for six hours. The reaction mixture was evaporated, and the residue was purified by flash chromatography using hexane as the eluant to give the sub-title compound as a pale brown solid (3.02 g), m/z 224, 226 (MH+). Reactants: Cn1c(=O)c(-c2cc(I)ccc2Cl)cc2cnn(-c3c(F)cccc3F)c21, N#C[Cu], CN(C)C=O. The product is Cn1c(=O)c(-c2cc(C#N)ccc2Cl)cc2cnn(-c3c(F)cccc3F)c21. As a reaction SMILES: [Cl:1][c:2]1[c:3](-[c:9]2[cH:10][c:11]3[c:12]([n:13]([CH3:16])[c:14]2=[O:15])[n:17](-[c:20]2[c:21]([F:27])[cH:22][cH:23][cH:24][c:25]2[F:26])[n:18][cH:19]3)[cH:4][c:5]([I:8])[cH:6][cH:7]1.[Cu:28][C:29]#[N:30].[O:31]=[CH:32][N:33]([CH3:34])[CH3:35]>>[Cl:1][c:2]1[c:3](-[c:9]2[cH:10][c:11]3[c:12]([n:13]([CH3:16])[c:14]2=[O:15])[n:17](-[c:20]2[c:21]([F:27])[cH:22][cH:23][cH:24][c:25]2[F:26])[n:18][cH:19]3)[cH:4][c:5]([C:29]#[N:30])[cH:6][cH:7]1. Reactants: C(=O)(O)C(O)C(O)C(=O)O.ClC=1C=CC2=C([C@H](CNCC2)C)C1.ClC=1C=CC2=C([C@H](CNCC2)C)C1 ((R)-8-chloro-1-methyl-2,3,4,5-tetrahydro-1H-3-benzazepine hemitartrate), C([O-])([O-])=O.[K+].[K+] (potassium carbonate), O.ClC=1C=CC2=C([C@H](CNCC2)C)C1.ClC=1C=CC2=C([C@H](CNCC2)C)C1 ((R)-8-Chloro-1-methyl-2,3,4,5-tetrahydro-1H-3-benzazepine hemihydrate), crystals, Cl (HCl), Cl (HCl). Run in C(C)(=O)OCC (ethyl acetate). Run at temperature 22.5 celsius, time 35 minute. Yields the product O.Cl.ClC=1C=CC2=C([C@H](CNCC2)C)C1.ClC=1C=CC2=C([C@H](CNCC2)C)C1.Cl ((R)-8-chloro-1-methyl-2,3,4,5-tetrahydro-1H-3-benzazepine hydrochloride hemihydrate). RXN SMILES: C(C(C(C(O)=O)O)O)(O)=[O:2].[Cl:11]C1C=CC2CCNC[C@H](C)C=2C=1.[Cl:24][C:25]1[CH:26]=[CH:27][C:28]2[CH2:34][CH2:33][NH:32][CH2:31][C@H:30]([CH3:35])[C:29]=2[CH:36]=1.C(=O)([O-])[O-].[K+].[K+].Cl.O.[Cl:45][C:46]1[CH:47]=[CH:48][C:49]2[CH2:55][CH2:54][NH:53][CH2:52][C@H:51]([CH3:56])[C:50]=2[CH:57]=1.[Cl:58]C1C=CC2CCNC[C@H](C)C=2C=1>C(OCC)(=O)C>[OH2:2].[ClH:11].[Cl:24][C:25]1[CH:26]=[CH:27][C:28]2[CH2:34][CH2:33][NH:32][CH2:31][C@H:30]([CH3:35])[C:29]=2[CH:36]=1.[Cl:45][C:46]1[CH:47]=[CH:48][C:49]2[CH2:55][CH2:54][NH:53][CH2:52][C@H:51]([CH3:56])[C:50]=2[CH:57]=1.[ClH:58] |f:0.1.2,3.4.5,7.8.9,11.12.13.14.15|. Procedure: To a reactor equipped with overhead agitation and a nitrogen inlet was charged, in the specified order, (R)-8-chloro-1-methyl-2,3,4,5-tetrahydro-1H-3-benzazepine hemitartrate (1.00 kg containing 7.5 wt % water, 1.71 mol), potassium carbonate (0.508 kg, 3.68 moles), ethyl acetate (2.68 kg), and purified water (2.68 kg). The resulting mixture was stirred at 20-25° C. for 30-40 min, and then the phases were allowed to separate over 0.5-1 h. The lower (aqueous) phase was drained to waste disposal. P... The yield is 58.1%. Reaction conditions: temperature 50 celsius, time 36 hour. RXN SMILES: [Cl:1][C:2]1[CH:3]=[CH:4][C:5]([NH:18][CH2:19][CH:20]2[CH2:25][CH2:24][NH:23][CH2:22][CH2:21]2)=[C:6]([CH:17]=1)[C:7]([NH:9][C:10]1[CH:15]=[CH:14][C:13]([CH3:16])=[CH:12][N:11]=1)=[O:8].[C:26]1(=O)[CH2:30][CH2:29][CH2:28][CH2:27]1.C([BH3-])#N.[Na+]>CO.C(O)(=O)C.O1CCCC1>[Cl:1][C:2]1[CH:3]=[CH:4][C:5]([NH:18][CH2:19][CH:20]2[CH2:25][CH2:24][N:23]([CH:26]3[CH2:30][CH2:29][CH2:28][CH2:27]3)[CH2:22][CH2:21]2)=[C:6]([CH:17]=1)[C:7]([NH:9][C:10]1[CH:15]=[CH:14][C:13]([CH3:16])=[CH:12][N:11]=1)=[O:8] |f:2.3,4.5|. The solvent is CO.C(C)(=O)O (methanol acetic acid), O1CCCC1 (tetrahydrofuran). Procedure details: A solution of 5-chloro-N-(5-methylpyridin-2-yl)-2-[(4-piperidinylmethyl)amino]benzamide from Example 99-A (0.45 g, 1.25 mmol) in 10 mL of 95:5 methanol-acetic acid was treated with excess cyclopentanone (1.11 mL, 12.5 mmol), followed by sodium cyanoborohydride (5.0 ml of a 1 M solution in tetrahydrofuran, 6.0 mmol). After stirring at 50° C. for 36 h, the mixture was concentrated in vacuo; and the residue was subjected to silica gel chromatography. Elution with 9:1 dichloromethane-2 M ammonia in ... Product: ClC=1C=CC(=C(C(=O)NC2=NC=C(C=C2)C)C1)NCC1CCN(CC1)C1CCCC1 (5-Chloro-N-(5-methylpyridin-2-yl)-2-[(1-cyclopentylpiperidin-4-yl)methylamino]benzamide). Starting materials: ClC=1C=CC(=C(C(=O)NC2=NC=C(C=C2)C)C1)NCC1CCNCC1 (5-chloro-N-(5-methylpyridin-2-yl)-2-[(4-piperidinylmethyl)amino]benzamide), C1(CCCC1)=O (cyclopentanone), solution, C(#N)[BH3-].[Na+] (sodium cyanoborohydride).